Dataset: the Open Reaction Database (ORD), a public repository of structured organic reaction records. Task: describe an organic reaction: reactants, conditions, products, and yield The reactants are C(C#C)Br (2-propynyl bromide), N1C(CCCC1)=O (2-Piperidone), [H-].[Na+] (Sodium hydride), [H-].[Na+] (sodium hydride). Solvent: C1(=CC=CC=C1)C (toluene), C1(=CC=CC=C1)C (toluene), CCCCCC (hexane), C1(=CC=CC=C1)C (toluene). Reaction conditions: temperature 15 celsius, time 19 hour. Yields the product C(C#C)N1C(CCCC1)=O (1-(2-propynyl)-2-piperidone). RXN SMILES: [H-].[Na+].[NH:3]1[CH2:8][CH2:7][CH2:6][CH2:5][C:4]1=[O:9].[CH2:10](Br)[C:11]#[CH:12]>CCCCCC.C1(C)C=CC=CC=1>[CH2:12]([N:3]1[CH2:8][CH2:7][CH2:6][CH2:5][C:4]1=[O:9])[C:11]#[CH:10] |f:0.1|. Procedure: Sodium hydride (5.76 g of 50% dispersion in oil, 0.12 mole) was washed three times with hexane and suspended in 645 ml of toluene. 2-Piperidone (11.88 g, 0.12 mole) in 100 ml of toluene was added to the well stirred sodium hydride suspension and heated to reflux for 2 hours. The reaction mixture was cooled to 15° C. and 2-propynyl bromide (14.28 g, 0.12 mole) in 55 ml of toluene added over 30 minutes. The mixture was then stirred at room temperature for 19 hours, filtered and mother liquor evapo...